This data is from the Open Reaction Database (ORD), a public repository of structured organic reaction records. The task is: describe an organic reaction: reactants, conditions, products, and yield Run in CN(C)C=O (DMF). The product is C(C)(C)OC1=C(C=C(C=C1)C1=NC(=NO1)C1=C2CCC(C2=CC=C1)O)C(F)(F)F (4-(5-(4-isopropoxy-3-(trifluoromethyl)phenyl)-1,2,4-oxadiazol-3-yl)-2,3-dihydro-1H-inden-1-ol). Starting materials: C(C)(C)OC1=C(C=C(C(=O)O)C=C1)C(F)(F)F (4-isopropoxy-3-(trifluoromethyl)benzoic acid), C=1C=CC2=C(C1)N=NN2O (HOBt), CCN=C=NCCCN(C)C (EDCI), ON=C(N)C=1C=2CCC(C2C=CC1)O (N′,1-dihydroxy-2,3-dihydro-1H-indene-4-carboximidamide), [Na+].[Cl-] (NaCl). RXN SMILES: [CH:1]([O:4][C:5]1[CH:13]=[CH:12][C:8]([C:9]([OH:11])=O)=[CH:7][C:6]=1[C:14]([F:17])([F:16])[F:15])([CH3:3])[CH3:2].C1C=CC2N(O)N=NC=2C=1.CCN=C=NCCCN(C)C.O[N:40]=[C:41]([C:43]1[C:44]2[CH2:45][CH2:46][CH:47]([OH:52])[C:48]=2[CH:49]=[CH:50][CH:51]=1)[NH2:42].[Na+].[Cl-]>CN(C=O)C>[CH:1]([O:4][C:5]1[CH:13]=[CH:12][C:8]([C:9]2[O:11][N:42]=[C:41]([C:43]3[CH:51]=[CH:50][CH:49]=[C:48]4[C:44]=3[CH2:45][CH2:46][CH:47]4[OH:52])[N:40]=2)=[CH:7][C:6]=1[C:14]([F:17])([F:16])[F:15])([CH3:2])[CH3:3] |f:4.5|. Conditions: temperature 130 celsius, time 20 minute. Procedure: In a microwave vial, a stirring solution of 4-isopropoxy-3-(trifluoromethyl)benzoic acid (700 mg, 2.82 mmol) in DMF was treated with HOBt (495 mg, 3.67 mmol) and EDCI (702 mg, 3.67 mmol) at room temperature. The reaction was stirred for 20 min followed by addition, in a single portion, of N′,1-dihydroxy-2,3-dihydro-1H-indene-4-carboximidamide (650 mg, 3.38 mmol). The reaction was stirred for additional 30 min at room temperature and then heated to 130° C. for 35 min in the initiator. The reactio... The yield is 68.0%. Starting materials: O (Water), C(C1=CC=CC=C1)OC(=O)N1CCNCC1 (Piperazine-1-carboxylic acid benzyl ester), FC1=C(C=CC(=C1)C)[N+](=O)[O-] (2-fluoro-4-methyl-1-nitro-benzene), C([O-])([O-])=O.[K+].[K+] (potassium carbonate). The solvent is CS(=O)C (DMSO). The product is C(C1=CC=CC=C1)OC(=O)N1CCN(CC1)C1=C(C=CC(=C1)C)[N+](=O)[O-] (4-(5-methyl-2-nitro-phenyl)-piperazine-1-carboxylic acid benzyl ester). Yield: 97.4%. Reaction SMILES: [CH2:1]([O:8][C:9]([N:11]1[CH2:16][CH2:15][NH:14][CH2:13][CH2:12]1)=[O:10])[C:2]1[CH:7]=[CH:6][CH:5]=[CH:4][CH:3]=1.F[C:18]1[CH:23]=[C:22]([CH3:24])[CH:21]=[CH:20][C:19]=1[N+:25]([O-:27])=[O:26].C(=O)([O-])[O-].[K+].[K+].O>CS(C)=O>[CH2:1]([O:8][C:9]([N:11]1[CH2:16][CH2:15][N:14]([C:18]2[CH:23]=[C:22]([CH3:24])[CH:21]=[CH:20][C:19]=2[N+:25]([O-:27])=[O:26])[CH2:13][CH2:12]1)=[O:10])[C:2]1[CH:7]=[CH:6][CH:5]=[CH:4][CH:3]=1 |f:2.3.4|. Procedure: Piperazine-1-carboxylic acid benzyl ester (8.00 g; 36.3 mmol), 2-fluoro-4-methyl-1-nitro-benzene (4.70 g; 30.3 mmol) and potassium carbonate (8.5 g; 61.5 mmol) were stirred 3 hours in 50 mL DMSO at 80° C. The reaction mixture was cooled to room temperature and 250 mL Water was added. The mixture was extracted with diethyl ether (2×250 mL). The organic phase was washed with water (100 mL), 1 N HCl (2×100 mL), brine (2×100 mL), dried with MgSO4 and concentrated in vacuo to give 10.5 g (29.5 mmol; ... As a reaction SMILES: [CH2:1]1[NH:2][CH2:3][CH2:4][c:5]2[cH:6][c:7]([N:11]3[C:12](=[O:21])[O:13][CH:14]([CH2:16][NH:17][C:18]([CH3:19])=[O:20])[CH2:15]3)[cH:8][cH:9][c:10]21.[CH2:22]([Cl:23])[CH2:24][Cl:25].[CH2:30]1[O:31][CH2:32][CH2:33][CH2:34]1.[CH:27](=[O:28])[OH:29].[ClH:26].[OH2:35]>>[CH2:1]1[N:2]([CH:27]=[O:28])[CH2:3][CH2:4][c:5]2[cH:6][c:7]([N:11]3[C:12](=[O:21])[O:13][CH:14]([CH2:16][NH:17][C:18]([CH3:19])=[O:20])[CH2:15]3)[cH:8][cH:9][c:10]21. Starting materials: CC(=O)NCC1CN(c2ccc3c(c2)CCNC3)C(=O)O1, ClCCCl, C1CCOC1, O=CO, Cl, O. Yields the product CC(=O)NCC1CN(c2ccc3c(c2)CCN(C=O)C3)C(=O)O1.